This data is from the Open Reaction Database (ORD), a public repository of structured organic reaction records. The task is: describe an organic reaction: reactants, conditions, products, and yield The reactants are ClC1=NC(=CC2=C1C=CS2)C2=CC=C(C=C2)OC (4-chloro-6-(4-methoxyphenyl)thieno[3,2-c]pyridine), CN1CCNCC1 (N-methylpiperazine). The product is CN1CCN(CC1)C1=NC(=CC2=C1C=CS2)C2=CC=C(C=C2)O (4-(4-Methylpiperazin-1-yl)-6-(4-hydroxyphenyl)thieno[3,2-c]pyridine). As a reaction SMILES: Cl[C:2]1[C:7]2[CH:8]=[CH:9][S:10][C:6]=2[CH:5]=[C:4]([C:11]2[CH:16]=[CH:15][C:14]([O:17]C)=[CH:13][CH:12]=2)[N:3]=1.[CH3:19][N:20]1[CH2:25][CH2:24][NH:23][CH2:22][CH2:21]1>>[CH3:19][N:20]1[CH2:25][CH2:24][N:23]([C:2]2[C:7]3[CH:8]=[CH:9][S:10][C:6]=3[CH:5]=[C:4]([C:11]3[CH:16]=[CH:15][C:14]([OH:17])=[CH:13][CH:12]=3)[N:3]=2)[CH2:22][CH2:21]1. Procedure details: 4-(4-Methylpiperazin-1-yl)-6-(4-hydroxyphenyl)thieno[3,2-c]pyridine (413 mg) obtained from 4-chloro-6-(4-methoxyphenyl)thieno[3,2-c]pyridine and N-methylpiperazine in the same manner as in Example 289-6 was dissolved in DMF (10 ml), followed by the addition of potassium carbonate (526 mg) and 2-bromoethanol (0.18 ml). The resulting mixture was stirred at 80° C. for 2 days, and then the resulting reaction mixture was partitioned between ethyl acetate and water. The resulting organic layer was was... Starting materials: BrC=1C=C(N(C1)S(=O)(=O)C1=CC(=CC=C1)Cl)C1=CC2=C(C=C1)OCO2 (4-bromo-1-(m-chlorobenzensulfonyl)-2-(3,4-methylenedioxyphenyl)-pyrrole), C(C)(C)(C)[Li] (tert-butyl lithium), CN(C)C=O (DMF). Yields the product ClC=1C=C(C=CC1)S(=O)(=O)N1C(=CC(=C1)C=O)C1=CC2=C(C=C1)OCO2 (1-(m-Chlorobenzenesulfonyl)-2-(3,4-methylenedioxyphenyl)-pyrrole-4-carboxaldehyde). Procedure details: The title compound is prepared from 4-bromo-1-(m-chlorobenzensulfonyl)-2-(3,4-methylenedioxyphenyl)-pyrrole, tert-butyl lithium and DMF following the procedure of Example 3a. 1H-NMR (300 MHz, CDCl3): 9.89 (s, 1H); 8.08 (d, J=2.0 Hz, 1H); 7.6-7.5 (m, 1H); 7.4-7.25 (m, 4H); 6.8-6.7 (m, 1H); 6.65-6.55 (m, 1H); 6.55 (d, J=2.0, 1H); 6.05 (s, 2H). RXN SMILES: Br[C:2]1[CH:3]=[C:4]([C:17]2[CH:22]=[CH:21][C:20]3[O:23][CH2:24][O:25][C:19]=3[CH:18]=2)[N:5]([S:7]([C:10]2[CH:15]=[CH:14][CH:13]=[C:12]([Cl:16])[CH:11]=2)(=[O:9])=[O:8])[CH:6]=1.C([Li])(C)(C)C.CN([CH:34]=[O:35])C>>[Cl:16][C:12]1[CH:11]=[C:10]([S:7]([N:5]2[CH:6]=[C:2]([CH:34]=[O:35])[CH:3]=[C:4]2[C:17]2[CH:22]=[CH:21][C:20]3[O:23][CH2:24][O:25][C:19]=3[CH:18]=2)(=[O:9])=[O:8])[CH:15]=[CH:14][CH:13]=1.